Dataset: the Open Reaction Database (ORD), a public repository of structured organic reaction records. Task: describe an organic reaction: reactants, conditions, products, and yield Reactants: OC=1C=C(C=O)C=CC1[N+](=O)[O-] (3-hydroxy-4-nitrobenzaldehyde), substituted-2-nitrophenols, C1(=CC=CC=C1)O (phenol), BrC(C(=O)OCC)F (ethyl 2-bromo-2-fluoroacetate). The product is FC(C(=O)OCC)OC1=C(C=C(C=C1)C=O)[N+](=O)[O-] (Ethyl 2-fluoro-2-(4-formyl-2-nitrophenoxy)acetate). Reaction SMILES: [OH:1][C:2]1[CH:3]=[C:4]([CH:7]=[CH:8][C:9]=1[N+:10]([O-:12])=[O:11])C=O.[C:13]1([OH:19])C=CC=CC=1.Br[CH:21]([F:27])[C:22]([O:24][CH2:25][CH3:26])=[O:23]>>[F:27][CH:21]([O:1][C:2]1[CH:3]=[CH:4][C:7]([CH:13]=[O:19])=[CH:8][C:9]=1[N+:10]([O-:12])=[O:11])[C:22]([O:24][CH2:25][CH3:26])=[O:23]. Procedure details: Using 3-hydroxy-4-nitrobenzaldehyde as the phenol and ethyl 2-bromo-2-fluoroacetate as the alkylating agent in the general procedure for alkylation of substituted-2-nitrophenols gives a yellow oil: 1H NMR (400 MHz, DMSO-d6) δ ppm 1.26 (t, J=7.07 Hz, 3H), 4.26-4.38 (m, 2H), 6.83 (d, J=55.8 Hz, 1H), 7.76 (dd, J=8.84, 1.26 Hz, 1H), 8.28 (dd, J=8.59, 2.02 Hz, 1H) 8.54 (d, J=2.02 Hz, 1H), 10.02 (s, 1H). ESI-MS: m/z 272.1 (M+H)+.